From a dataset of the Open Reaction Database (ORD), a public repository of structured organic reaction records. describe an organic reaction: reactants, conditions, products, and yield The reactants are C(CCC)[Li] (Butyl lithium), BrC=1C=C2C(=NC1)N(C=C2)[Si](C(C)C)(C(C)C)C(C)C (5-bromo-1-(triisopropylsilyl)-1H-pyrrolo[2,3-b]pyridine), C1=CC=C(C=C1)S(=O)(=O)N(F)S(=O)(=O)C2=CC=CC=C2 (N-fluorobenzenesulfonimide). Run in CCCCCC (hexane), C1CCOC1 (THF). Conditions: temperature -78 celsius, time 1 hour. The product is FC=1C=C2C(=NC1)N(C=C2)[Si](C(C)C)(C(C)C)C(C)C (5-fluoro-1-(triisopropylsilyl)-1H-pyrrolo[2,3-b]pyridine). Isolated yield 50.1%. As a reaction SMILES: C([Li])CCC.Br[C:7]1[CH:8]=[C:9]2[CH:15]=[CH:14][N:13]([Si:16]([CH:23]([CH3:25])[CH3:24])([CH:20]([CH3:22])[CH3:21])[CH:17]([CH3:19])[CH3:18])[C:10]2=[N:11][CH:12]=1.C1C=CC(S(N(S(C2C=CC=CC=2)(=O)=O)[F:36])(=O)=O)=CC=1>C1COCC1.CCCCCC>[F:36][C:7]1[CH:8]=[C:9]2[CH:15]=[CH:14][N:13]([Si:16]([CH:23]([CH3:25])[CH3:24])([CH:20]([CH3:22])[CH3:21])[CH:17]([CH3:19])[CH3:18])[C:10]2=[N:11][CH:12]=1. Procedure: 2.5M Butyl lithium (4.4 mL, 10.8 mmol) was added dropwise to a stirred solution of 5-bromo-1-(triisopropylsilyl)-1H-pyrrolo[2,3-b]pyridine (2.55 g, 7.23 mmol) in THF (65 mL) over 10 min at −78° C. under nitrogen in three necked flask. The resulting solution was stirred at −78° C. for 1 h and solid N-fluorobenzenesulfonimide (2.84 g, 9.03 mmol) was added in one portion and stirred at −78° C. for 2 h. The solvent was evaporated and the crude material was dissolved in water (50 mL) and extracted wi... Starting materials: CC(C)(C)c1cc(N)cc(C(C)(C)C)c1, CCOC(=O)c1cnc(Cl)nc1, [K+], [K+], O=C([O-])[O-], O. The product is CCOC(=O)c1cnc(Nc2cc(C(C)(C)C)cc(C(C)(C)C)c2)nc1. RXN SMILES: [C:13]([CH3:14])([CH3:15])([CH3:16])[c:17]1[cH:18][c:19]([NH2:20])[cH:21][c:22]([C:24]([CH3:25])([CH3:26])[CH3:27])[cH:23]1.[Cl:1][c:2]1[n:3][cH:4][c:5]([C:8](=[O:9])[O:10][CH2:11][CH3:12])[cH:6][n:7]1.[K+:28].[K+:29].[O-:30][C:31]([O-:32])=[O:33].[OH2:34]>>[c:2]1([NH:20][c:19]2[cH:18][c:17]([C:13]([CH3:14])([CH3:15])[CH3:16])[cH:23][c:22]([C:24]([CH3:25])([CH3:26])[CH3:27])[cH:21]2)[n:3][cH:4][c:5]([C:8](=[O:9])[O:10][CH2:11][CH3:12])[cH:6][n:7]1.